Dataset: the Open Reaction Database (ORD), a public repository of structured organic reaction records. Task: describe an organic reaction: reactants, conditions, products, and yield Starting materials: C(C=C)N1C=C(C2=CC(=CC=C12)OC)CN1C=NC=C1 (1-allyl-3-(imidazol-1-ylmethyl)-5-methoxyindole), B(Br)(Br)Br (boron tribromide). Product: C(C=C)N1C=C(C2=CC(=CC=C12)O)CN1C=NC=C1 (1-allyl-5-hydroxy-3-(imidazol-1-ylmethyl)indole). Yield: 44.1%. Reaction SMILES: [CH2:1]([N:4]1[C:12]2[C:7](=[CH:8][C:9]([O:13]C)=[CH:10][CH:11]=2)[C:6]([CH2:15][N:16]2[CH:20]=[CH:19][N:18]=[CH:17]2)=[CH:5]1)[CH:2]=[CH2:3].B(Br)(Br)Br>>[CH2:1]([N:4]1[C:12]2[C:7](=[CH:8][C:9]([OH:13])=[CH:10][CH:11]=2)[C:6]([CH2:15][N:16]2[CH:20]=[CH:19][N:18]=[CH:17]2)=[CH:5]1)[CH:2]=[CH2:3]. Procedure: The procedure described in Example XLVII was repeated except that 1-allyl-3-(imidazol-1-ylmethyl)-5-methoxyindole (1.34 g.) and boron tribromide (1.91 ml.) were the reactant and reagent respectively employed under these same conditions. After basification with sodium bicarbonate, the aqueous layer was extracted with three-100 ml. portions of ethyl acetate and the combined organic extracts were washed with water and subsequently dried over anhydrous magnesium sulfate. Evaporation of the solvent t... Starting materials: Cl (HCl), [Na] (sodium), C(C)(=O)C1=C(C=C(C=C1)NC(C)=O)O (N-(4-acetyl-3-hydroxyphenyl)acetamide), C(C(=O)OCC)(=O)OCC (diethyl oxalate). Run in O (water), C(Cl)(Cl)Cl (chloroform), C(C)O (ethanol), C(Cl)(Cl)Cl (chloroform). Procedure details: A solution of sodium metal, (18.4 g, 0.8 gatom), in dry ethanol (1200 ml), was treated with N-(4-acetyl-3-hydroxyphenyl)acetamide (30.88 g, 0.16 mole). This mixture was stirred for 15 mins then diethyl oxalate (58.4 g, 54.3 ml, 0.4 mole), was added dropwise over 30 mins. The resulting mixture was heated and stirred at 60° C. for 2 hrs, allowed to cool and poured into a mixture of chloroform (600 ml), conc HCl (85 ml), and water (2000 ml). The organic layer was isolated and combined with a chloro... As a reaction SMILES: [Na].[C:2]([C:5]1[CH:10]=[CH:9][C:8]([NH:11]C(=O)C)=[CH:7][C:6]=1[OH:15])(=[O:4])[CH3:3].[C:16](OCC)(=O)[C:17]([O:19][CH2:20][CH3:21])=[O:18].Cl>C(O)C.C(Cl)(Cl)Cl.O>[NH2:11][C:8]1[CH:9]=[CH:10][C:5]2[C:2](=[O:4])[CH:3]=[C:16]([C:17]([O:19][CH2:20][CH3:21])=[O:18])[O:15][C:6]=2[CH:7]=1 |^1:0|. Product: NC1=CC2=C(C(C=C(O2)C(=O)OCC)=O)C=C1 (Ethyl 7-amino-4-oxo-4H-1-benzopyran-2-carboxylate). Conditions: time 15 minute. Yields the product CC=COc1ccc(Cl)c([N+](=O)[O-])c1. Starting materials: C=CCBr, O=[N+]([O-])c1cc(O)ccc1Cl, [H-], [Na+], CN(C)C=O. As a reaction SMILES: [CH2:14]([CH:15]=[CH2:16])[Br:17].[Cl:1][c:2]1[c:3]([N+:9](=[O:10])[O-:11])[cH:4][c:5]([OH:8])[cH:6][cH:7]1.[H-:13].[Na+:12].[O:18]=[CH:19][N:20]([CH3:21])[CH3:22]>>[Cl:1][c:2]1[c:3]([N+:9](=[O:10])[O-:11])[cH:4][c:5]([O:8][CH:14]=[CH:15][CH3:16])[cH:6][cH:7]1. Starting materials: C1CCOC1, CCOC(=O)c1cnc(Cl)nc1Nc1cccc2c1ccn2C, [Li+], [OH-]. The product is Cn1ccc2c(Nc3nc(Cl)ncc3C(=O)O)cccc21. As a reaction SMILES: [CH2:26]1[O:27][CH2:28][CH2:29][CH2:30]1.[Cl:1][c:2]1[n:3][cH:4][c:5]([C:19](=[O:20])[O:21][CH2:22][CH3:23])[c:6]([NH:8][c:9]2[c:10]3[cH:11][cH:12][n:13]([CH3:18])[c:14]3[cH:15][cH:16][cH:17]2)[n:7]1.[Li+:25].[OH-:24]>>[Cl:1][c:2]1[n:3][cH:4][c:5]([C:19](=[O:20])[OH:21])[c:6]([NH:8][c:9]2[c:10]3[cH:11][cH:12][n:13]([CH3:18])[c:14]3[cH:15][cH:16][cH:17]2)[n:7]1.